Task: describe an organic reaction: reactants, conditions, products, and yield. Dataset: the Open Reaction Database (ORD), a public repository of structured organic reaction records Starting materials: C(C)(=O)OCC (ethyl acetate), C(C=C)OC(=O)NCC(C(C[C@@H]1[C@H](C(N1C(C(=O)OCC=C)=O)=O)[C@@H](C)O[Si](C)(C)C(C)(C)C)=O)CNC(=O)OCC=C (allyl 2-[(3S,4R)-4-(4-allyloxycarbonylamino-3-(N-allyloxycarbonylaminomethyl)-2-oxobutyl]-3-[(R)-1-(t-butyldimethylsilyloxy)ethyl]-2-oxoazetidin-1-yl]-2-oxoacetate), P(OCC)(OCC)OCC (triethyl phosphite), C1(O)=CC=C(O)C=C1 (hydroquinone). Solvent: C1(=CC=CC=C1)C (toluene). Run at temperature 130 celsius, time 4 hour. The product is C(C=C)OC(=O)NCC(CNC(=O)OCC=C)C1=C(N2C([C@@H]([C@H]2C1)[C@@H](C)O[Si](C)(C)C(C)(C)C)=O)C(=O)OCC=C (allyl (5R,6S)-3-[2-allyloxycarbonylamino-1-(N-allyloxycarbonylaminomethyl)ethyl]-6-[(R)-1-(t-butyldimethylsilyloxy)ethyl]-7-oxo-1-azabicyclo[3.2.0]hept-2-ene-2-carboxylate). Isolated yield 61.5%. Reaction SMILES: [CH2:1]([O:4][C:5]([NH:7][CH2:8][CH:9]([CH2:36][NH:37][C:38]([O:40][CH2:41][CH:42]=[CH2:43])=[O:39])[C:10](=O)[CH2:11][C@H:12]1[N:15]([C:16](=O)[C:17]([O:19][CH2:20][CH:21]=[CH2:22])=[O:18])[C:14](=[O:24])[C@@H:13]1[C@H:25]([O:27][Si:28]([C:31]([CH3:34])([CH3:33])[CH3:32])([CH3:30])[CH3:29])[CH3:26])=[O:6])[CH:2]=[CH2:3].P(OCC)(OCC)OCC.C1(C=CC(O)=CC=1)O.C(OCC)(=O)C>C1(C)C=CC=CC=1>[CH2:1]([O:4][C:5]([NH:7][CH2:8][CH:9]([C:10]1[CH2:11][C@H:12]2[N:15]([C:14](=[O:24])[C@@H:13]2[C@H:25]([O:27][Si:28]([C:31]([CH3:34])([CH3:32])[CH3:33])([CH3:30])[CH3:29])[CH3:26])[C:16]=1[C:17]([O:19][CH2:20][CH:21]=[CH2:22])=[O:18])[CH2:36][NH:37][C:38]([O:40][CH2:41][CH:42]=[CH2:43])=[O:39])=[O:6])[CH:2]=[CH2:3]. Procedure details: A solution of 0.48 g of allyl 2-[(3S,4R)-4-(4-allyloxycarbonylamino-3-(N-allyloxycarbonylaminomethyl)-2-oxobutyl]-3-[(R)-1-(t-butyldimethylsilyloxy)ethyl]-2-oxoazetidin-1-yl]-2-oxoacetate and 0.39 ml of triethyl phosphite in 2.4 ml of toluene was stirred at 90° C. for 10 hours. After ylid was identified by thin layer chromatography the temperature was raised to 130° C. and 42 mg of hydroquinone was added. After stirring for 4 hours at 130° C., the reaction mixture was cooled to room temperature ... Starting materials: CC(=NS(=O)C(C)(C)C)c1ccc(Br)cc1C, CCC(C)[BH-](C(C)CC)C(C)CC, [Li+], C1CCOC1, O. Yields the product Cc1cc(Br)ccc1C(C)NS(=O)C(C)(C)C. RXN SMILES: [Br:15][c:16]1[cH:17][c:18]([CH3:31])[c:19]([C:22]([CH3:23])=[N:24][S:25](=[O:26])[C:27]([CH3:28])([CH3:29])[CH3:30])[cH:20][cH:21]1.[CH:1]([BH-:2]([CH:3]([CH2:4][CH3:5])[CH3:6])[CH:7]([CH2:8][CH3:9])[CH3:10])([CH2:11][CH3:12])[CH3:13].[Li+:14].[O:33]1[CH2:34][CH2:35][CH2:36][CH2:37]1.[OH2:32]>>[Br:15][c:16]1[cH:17][c:18]([CH3:31])[c:19]([CH:22]([CH3:23])[NH:24][S:25](=[O:26])[C:27]([CH3:28])([CH3:29])[CH3:30])[cH:20][cH:21]1. Reactants: C[Si](C)(C)N(C1=NC(NC=C1)=O)[Si](C)(C)C (bis(trimethylsilyl) cytosine), N(=[N+]=[N-])[C@@H]1C(O[C@@H]([C@H]1OC(C)=O)COC(C1=CC=CC=C1)=O)Cl (2-azido-2-deoxy-3-O-acetyl-5-O-benzoyl-D-arabinofuranosyl chloride), 1-2-dichloroethane. Solvent: ClCCCl (1,2-dichloroethane). Reaction conditions: temperature 62.5 celsius, time 3 day. Product: N(=[N+]=[N-])[C@@H]1[C@H](O[C@@H]([C@H]1OC(C1=CC=CC=C1)=O)CO)N1C(=O)N=C(N)C=C1 (1-(2-azido-2-deoxy-3-O-benzoyl-α-D-arabinofuranosyl) cytosine). The yield is 10.0%. RXN SMILES: [N:1]([C@H:4]1[C@H:8]([O:9]C(=O)C)[C@@H:7]([CH2:13][O:14][C:15](=[O:22])[C:16]2[CH:21]=[CH:20][CH:19]=[CH:18][CH:17]=2)[O:6][CH:5]1Cl)=[N+:2]=[N-:3].C[Si]([N:28]([Si](C)(C)C)[C:29]1[CH:34]=[CH:33][NH:32][C:31](=[O:35])[N:30]=1)(C)C>ClCCCl>[N:1]([C@H:4]1[C@H:13]([O:14][C:15](=[O:22])[C:16]2[CH:17]=[CH:18][CH:19]=[CH:20][CH:21]=2)[C@@H:7]([CH2:8][OH:9])[O:6][C@@H:5]1[N:32]1[CH:33]=[CH:34][C:29]([NH2:28])=[N:30][C:31]1=[O:35])=[N+:2]=[N-:3]. Procedure: To a stirred solution of 7.8 g. of 2-azido-2-deoxy-3-O-acetyl-5-O-benzoyl-D-arabinofuranosyl chloride in 300 ml, of 1,2-dichloroethane is added 6 g. of bis(trimethylsilyl) cytosine dissolved in 200 ml. of 1-2-dichloroethane. The solution is stirred at 60-65 degrees C. for 3 days, cooled to room temperature and washed successively with 100 ml. of a saturated NaHCO3 solution and 100 ml. of water. It is then dried and evaporated at reduced pressure at 45 degrees C., and the residue is dissolved in ... Reactants: NC1=C(C=CC(=C1)OC)C(C)(C)O (2-(2-amino-4-methoxyphenyl)propan-2-ol), CCOC(=O)C (EtOAc). The reagents and catalysts are [Pd] (palladium on charcoal). Run in CCO (EtOH). Yields the product C(C)(C)C1=C(N)C=C(C=C1)OC (2-Isopropyl-5-methoxyaniline). Yield: 80.7%. RXN SMILES: [NH2:1][C:2]1[CH:7]=[C:6]([O:8][CH3:9])[CH:5]=[CH:4][C:3]=1[C:10](O)([CH3:12])[CH3:11].CCOC(C)=O>CCO.[Pd]>[CH:10]([C:3]1[CH:4]=[CH:5][C:6]([O:8][CH3:9])=[CH:7][C:2]=1[NH2:1])([CH3:12])[CH3:11]. Reported procedure: To a solution of 2-(2-amino-4-methoxyphenyl)propan-2-ol (210 mg; 1.2 mmol; 1 eq) in a mixture of EtOH (10 mL), EtOAc (3 mL) and 5 N (1 mL) under nitrogen atmosphere is added palladium on charcoal (130 mg; 10%) and the reaction mixture is hydrogenated for 1 week at room temperature at 1 atmosphere. The catalyst is filtered through celite and the organic solvents are removed under vacuum. The residue is taken up in EtOAc. The organic phase is washed with a saturated aqueous solution of Na2CO3 and ... Reactants: Cl.N(C1=CC=CC=C1)C1=CC(=NC2=CC=C3C(=C12)NC=N3)C (9-Anilino-7-methyl-1H-imidazo[4,5-f]quinoline Hydrochloride), CCOC=1C=CC(=CC1)N (p-phenetidine). Run in C(C)O (ethanol). The product is Cl.CCOC1=CC=C(C=C1)NC1=CC(=NC2=CC=C3C(=C12)NC=N3)C (9-(p-Phenetidino)-7-methyl-1H-imidazo[4,5-f]quinoline Hydrochloride). RXN SMILES: [ClH:1].[NH:2]([C:9]1[C:18]2[C:13](=[CH:14][CH:15]=[C:16]3[N:21]=[CH:20][NH:19][C:17]3=2)[N:12]=[C:11]([CH3:22])[CH:10]=1)[C:3]1[CH:8]=[CH:7][CH:6]=[CH:5][CH:4]=1.[CH3:23][CH2:24][O:25]C1C=CC(N)=CC=1>C(O)C>[ClH:1].[CH3:23][CH2:24][O:25][C:6]1[CH:7]=[CH:8][C:3]([NH:2][C:9]2[C:18]3[C:13](=[CH:14][CH:15]=[C:16]4[N:21]=[CH:20][NH:19][C:17]4=3)[N:12]=[C:11]([CH3:22])[CH:10]=2)=[CH:4][CH:5]=1 |f:0.1,4.5|. Procedure details: A mixture of 33 g. (0.15 mole) of the compound of Example I, C. and 23 g. (0.15 mole) of p-phenetidine in 1800 ml. of ethanol was refluxed for 6 hr. The solvent was removed by evaporation in vacuo and the residue was slurried with ether. The crude solid was collected by filtration and was recrystallized from ethanol. The product was collected as yellow needles melting at 229°-230° in a yield of 19 g. (36%). Recrystallization from ethanol raised the melting point to 330°-331°. Reactants: base, N#CBr (cyanogen bromide), C([O-])([O-])=O.[K+].[K+] (potassium carbonate), FC1=CC2=C(OC3=C(CC2SCCN(C)C)C=CC=C3)C=C1 (2-fluoro-10,11-dihydro-11-[β-(dimethylamino)ethylthio]dibenz[b,f]oxepin), CCCCCC (hexane). Solvent: C(Cl)(Cl)Cl (chloroform), C(Cl)(Cl)Cl (chloroform). Conditions: time 20 minute. Product: BrCCSC1C2=C(OC3=C(C1)C=CC=C3)C=CC(=C2)F (11-[β-(bromo)ethylthio]-2-fluoro-10,11-dihydrodibenz[b,f]oxepin). As a reaction SMILES: N#[C:2][Br:3].C(=O)([O-])[O-].[K+].[K+].[F:10][C:11]1[CH:31]=[CH:30][C:14]2[O:15][C:16]3[CH:29]=[CH:28][CH:27]=[CH:26][C:17]=3[CH2:18][CH:19]([S:20][CH2:21]CN(C)C)[C:13]=2[CH:12]=1.CCCCCC>C(Cl)(Cl)Cl>[Br:3][CH2:2][CH2:21][S:20][CH:19]1[CH2:18][C:17]2[CH:26]=[CH:27][CH:28]=[CH:29][C:16]=2[O:15][C:14]2[CH:30]=[CH:31][C:11]([F:10])=[CH:12][C:13]1=2 |f:1.2.3|. Reported procedure: To a mixture of 2.3 g of cyanogen bromide and 5.0 g of potassium carbonate in 40 ml of chloroform is added portion-wise over a 50 minutes span a solution of 4.8 of 2-fluoro-10,11-dihydro-11-[β-(dimethylamino)ethylthio]dibenz[b,f]oxepin, free base of Example 32, in 85 ml of chloroform. After total addition, the mixture is stirred for 20 minutes before being filtered. The filtrate is evaporated to leave an oil which is treated with three portions of boiling hexane. The combined hexane portions are...